Task: describe an organic reaction: reactants, conditions, products, and yield. Dataset: the Open Reaction Database (ORD), a public repository of structured organic reaction records Reactants: [H-].[Al+3].[Li+].[H-].[H-].[H-] (lithium aluminum hydride), N(=[N+]=[N-])[C@H](C(=O)O)[C@@H](CC(F)(F)F)CC ((2S, 3R)-2-azido-3-ethyl-5,5,5-trifluoropentanoic acid). Run in C1CCOC1 (THF). Run at temperature 25 celsius. The product is N[C@H](CO)[C@@H](CC(F)(F)F)CC ((2S, 3R)-2-amino-3-ethyl-5,5,5-trifluoropentan-1-ol), crude oil. Yield: 96.0%. Reaction SMILES: [H-].[Al+3].[Li+].[H-].[H-].[H-].[N:7]([C@@H:10]([C@H:14]([CH2:20][CH3:21])[CH2:15][C:16]([F:19])([F:18])[F:17])[C:11](O)=[O:12])=[N+]=[N-]>C1COCC1>[NH2:7][C@@H:10]([C@H:14]([CH2:20][CH3:21])[CH2:15][C:16]([F:17])([F:18])[F:19])[CH2:11][OH:12] |f:0.1.2.3.4.5|. Reported procedure: To a gray slurry of lithium aluminum hydride (LAH -110.6 mg, 2.91 mmol) in THF (2 mL) at 0° C. was added dropwise over 5 min (2S, 3R)-2-azido-3-ethyl-5,5,5-trifluoropentanoic acid (130 mg, 583 mmol). The resulting slurry was allowed to warm to 25° C. for 19 h. The reaction was quenched by sequential addition of H2O (0.5 mL), 1N NaOH (1.5 mL) and H2O (0.5 mL) at 0° C. The white precipitate that formed after 5 h was filtered off, the organic solvent was dried over MgSO4, filtered and concentrated ...